Dataset: the Open Reaction Database (ORD), a public repository of structured organic reaction records. Task: describe an organic reaction: reactants, conditions, products, and yield Starting materials: C=CC(=O)OC, CC(=O)[O-], CC(=O)[O-], CCCCN(CCCC)CCCC, Ic1ccc2[nH]c3ccccc3c2c1, CN(C)C=O, O, [Pd+2]. The product is COC(=O)C=Cc1ccc2[nH]c3ccccc3c2c1. Reaction SMILES: [C:33]([CH:34]=[CH2:35])(=[O:36])[O:37][CH3:38].[C:39]([O-:40])(=[O:41])[CH3:42].[C:44]([O-:45])(=[O:46])[CH3:47].[CH3:20][CH2:21][CH2:22][CH2:23][N:24]([CH2:25][CH2:26][CH2:27][CH3:28])[CH2:29][CH2:30][CH2:31][CH3:32].[I:6][c:7]1[cH:8][cH:9][c:10]2[nH:11][c:12]3[cH:13][cH:14][cH:15][cH:16][c:17]3[c:18]2[cH:19]1.[O:1]=[CH:2][N:3]([CH3:4])[CH3:5].[OH2:48].[Pd+2:43]>>[c:7]1([CH:35]=[CH:34][C:33](=[O:36])[O:37][CH3:38])[cH:8][cH:9][c:10]2[nH:11][c:12]3[cH:13][cH:14][cH:15][cH:16][c:17]3[c:18]2[cH:19]1. The reactants are O.O.O.O.O.O.F[B-](F)(F)F.F[B-](F)(F)F.[Fe+2] (iron bis(tetrafluoroborate) hexahydrate), C=C (ethylene). Run in ClCCl (dichloromethane), ClCCl (dichloromethane). Run at time 18 hour. Yields the product F[B-](F)(F)F.F[B-](F)(F)F.[Fe+2] (Iron bis(tetrafluoroborate)). As a reaction SMILES: O.O.O.O.O.O.[F:7][B-:8]([F:11])([F:10])[F:9].[F:12][B-:13]([F:16])([F:15])[F:14].[Fe+2:17].C=C>ClCCl>[F:7][B-:8]([F:11])([F:10])[F:9].[F:12][B-:13]([F:16])([F:15])[F:14].[Fe+2:17] |f:0.1.2.3.4.5.6.7.8,11.12.13|. Reported procedure: A solution of h25 (5.1 mg; 8.9 μmol) in about 2 mL dichloromethane was added to a suspension of iron bis(tetrafluoroborate) hexahydrate (3.0 mg; 8.9 μmol) in dichloromethane. The mixture was stirred at room temperature for about 18 hours before being used in the polymerization of ethylene.